Dataset: the Open Reaction Database (ORD), a public repository of structured organic reaction records. Task: describe an organic reaction: reactants, conditions, products, and yield Reactants: COC(C1=CN=C(C=C1)NC1CCNCC1)=O (6-(Piperidin-4-ylamino)-nicotinic acid methyl ester), NC1=NC(=NC2=CC(=C(C=C12)OC)OC)Cl (4-amino-2-chloro-6,7-dimethoxyquinazoline). Solvent: C(CC(C)C)O (isoamyl alcohol). Conditions: time 12 hour. Yields the product COC(C1=CN=C(C=C1)NC1CCN(CC1)C1=NC2=CC(=C(C=C2C(=N1)N)OC)OC)=O (6-[1-(4-Amino-6,7-dimethoxy-quinazolin-2-yl)-piperidin-4-ylamino]-nicotinic acid methyl ester). Yield: 85.5%. As a reaction SMILES: [CH3:1][O:2][C:3](=[O:17])[C:4]1[CH:9]=[CH:8][C:7]([NH:10][CH:11]2[CH2:16][CH2:15][NH:14][CH2:13][CH2:12]2)=[N:6][CH:5]=1.[NH2:18][C:19]1[C:28]2[C:23](=[CH:24][C:25]([O:31][CH3:32])=[C:26]([O:29][CH3:30])[CH:27]=2)[N:22]=[C:21](Cl)[N:20]=1>C(O)CC(C)C>[CH3:1][O:2][C:3](=[O:17])[C:4]1[CH:9]=[CH:8][C:7]([NH:10][CH:11]2[CH2:16][CH2:15][N:14]([C:21]3[N:20]=[C:19]([NH2:18])[C:28]4[C:23](=[CH:24][C:25]([O:31][CH3:32])=[C:26]([O:29][CH3:30])[CH:27]=4)[N:22]=3)[CH2:13][CH2:12]2)=[N:6][CH:5]=1. Procedure: Compound (40) (1.18 g, 5 mmol) was added to a solution of 4-amino-2-chloro-6,7-dimethoxyquinazoline (1.0 g, 4 mmol) in isoamyl alcohol (10 mL) at 25° C. The mixture was stirred at 120 C. for 12 h. The reaction mixture was then cooled to room temperature and the desired product was filtered and rinsed with acetone to give 1.5 g (68%) of the title compound; 1H NMR (DMSO) δ 12.37 (s, 1H), 8.74 (d, 2H, J=6.3), 8.57 (d, 1H, J=2.2), 7.80 (m, 1H), 7.76 (s, 1H), 7.62 (s, 1H), 7.60 (d, 1H, J=8.8), 6.56 (... Reactants: BrCCCCl (1-bromo-3-chloropropane), OC=1C=C2C(CC2C(=O)N2CCCCC2)=CC1 (5-hydroxy-1-(1-piperidinylcarbonyl)benzocyclobutene), [OH-].[K+] (potassium hydroxide). Reagents/catalysts: [Cl-].C(CCC)[N+](CCCC)(CCCC)CCCC (Tetrabutylammonium chloride). Solvent: C(Cl)Cl (methylene chloride), C(Cl)Cl (methylene chloride). Run at time 1 hour. The product is ClCCCOC=1C=C2C(CC2C(=O)N2CCCCC2)=CC1 (5-(3-Chloropropoxy)-1-(1-piperidinylcarbonyl)benzocyclobutene). RXN SMILES: Br[CH2:2][CH2:3][CH2:4][Cl:5].[OH:6][C:7]1[CH:8]=[C:9]2[CH:12]([C:13]([N:15]3[CH2:20][CH2:19][CH2:18][CH2:17][CH2:16]3)=[O:14])[CH2:11][C:10]2=[CH:21][CH:22]=1.[OH-].[K+]>[Cl-].C([N+](CCCC)(CCCC)CCCC)CCC.C(Cl)Cl>[Cl:5][CH2:4][CH2:3][CH2:2][O:6][C:7]1[CH:8]=[C:9]2[CH:12]([C:13]([N:15]3[CH2:20][CH2:19][CH2:18][CH2:17][CH2:16]3)=[O:14])[CH2:11][C:10]2=[CH:21][CH:22]=1 |f:2.3,4.5|. Procedure: Tetrabutylammonium chloride (4.48 g) and 1-bromo-3-chloropropane (127.8 ml) are added to a stirred solution of 5-hydroxy-1-(1-piperidinylcarbonyl)benzocyclobutene (31.8 g) in methylene chloride (250 ml) and potassium hydroxide (18.85 g, 45% in H2O) which has been stirred vigorously under nitrogen for one hour. The reaction mixture is stirred at RT overnight, diluted with methylene chloride, extracted with H2O, sat'd aqueous NaCl and the organic layer dried over sodium sulfate. The solution is fi... Reactants: [H-].[H-].[H-].[H-].[Li+].[Al+3] (LAH), OC1=C(C(=O)OC)C=CC(=C1)COC1=C(C=C(C=C1)CCC)OC (Methyl 2-hydroxy-4-[(2-methoxy-4-propylphenoxy)methyl]benzoate), [C@@H]([C@H](C(=O)[O-])O)(C(=O)[O-])O.[Na+].[K+] (Rochelle salt). The solvent is C1CCOC1 (THF). Run at time 3 hour. The product is OCC1=C(C=C(C=C1)COC1=C(C=C(C=C1)CCC)OC)O (2-(hydroxymethyl)-5-[(2-methoxy-4-propylphenoxy)methyl]phenol). Yield: 89.3%. RXN SMILES: [OH:1][C:2]1[CH:11]=[C:10]([CH2:12][O:13][C:14]2[CH:19]=[CH:18][C:17]([CH2:20][CH2:21][CH3:22])=[CH:16][C:15]=2[O:23][CH3:24])[CH:9]=[CH:8][C:3]=1[C:4](OC)=[O:5].[H-].[H-].[H-].[H-].[Li+].[Al+3].[C@H](O)(C([O-])=O)[C@@H](O)C([O-])=O.[Na+].[K+]>C1COCC1>[OH:5][CH2:4][C:3]1[CH:8]=[CH:9][C:10]([CH2:12][O:13][C:14]2[CH:19]=[CH:18][C:17]([CH2:20][CH2:21][CH3:22])=[CH:16][C:15]=2[O:23][CH3:24])=[CH:11][C:2]=1[OH:1] |f:1.2.3.4.5.6,7.8.9|. Procedure: Methyl 2-hydroxy-4-[(2-methoxy-4-propylphenoxy)methyl]benzoate (300 mg) was dissolved in THF (15 mL). To the reaction liquid was added LAH (103.4 mg) at 0° C., followed by warming from 0° C. to 25° C. and then stirring for 3 hours. To the reaction liquid was added a saturated aqueous Rochelle salt solution (30 mL), followed by extraction with EtOAc (30 mL) three times. The organic layer was washed with brine, dried over MgSO4, and then concentrated under reduced pressure. The residue was purifie... The reactants are C(C1=CC=CC=C1)NC1=C(C=CC(=C1)Br)[N+](=O)[O-] (N-benzyl-5-bromo-2-nitrobenzenamine), N1(CCNCC1)C(C)=O (1-(piperazin-1-yl)ethanone). The solvent is CN1CCCC1=O (NMP), O (H2O). Yields the product C(C1=CC=CC=C1)NC=1C=C(C=CC1[N+](=O)[O-])N1CCN(CC1)C(C)=O (1-(4-(3-(benzylamino)-4-nitrophenyl)piperazin-1-yl)ethanone). The yield is 68.8%. As a reaction SMILES: [CH2:1]([NH:8][C:9]1[CH:14]=[C:13](Br)[CH:12]=[CH:11][C:10]=1[N+:16]([O-:18])=[O:17])[C:2]1[CH:7]=[CH:6][CH:5]=[CH:4][CH:3]=1.[N:19]1([C:25](=[O:27])[CH3:26])[CH2:24][CH2:23][NH:22][CH2:21][CH2:20]1>CN1C(=O)CCC1.O>[CH2:1]([NH:8][C:9]1[CH:14]=[C:13]([N:22]2[CH2:23][CH2:24][N:19]([C:25](=[O:27])[CH3:26])[CH2:20][CH2:21]2)[CH:12]=[CH:11][C:10]=1[N+:16]([O-:18])=[O:17])[C:2]1[CH:7]=[CH:6][CH:5]=[CH:4][CH:3]=1. Procedure: A solution of N-benzyl-5-bromo-2-nitrobenzenamine (100 mg, 0.32 mmol) and 1-(piperazin-1-yl)ethanone (83 mg, 0.65 mmol) in NMP (1 mL) was heated to 110° C. for 16 h, cooled then diluted with H2O (15 mL) and extracted with ethyl acetate (2×15 mL). The organics were washed with brine (8 mL), dried (Na2SO4) then filtered and concentrated in vacuo. The residue was subjected flash silica column chromatography (100% ethyl acetate) to furnish 1-(4-(3-(benzylamino)-4-nitrophenyl)piperazin-1-yl)ethanone ... The reactants are CCc1ccc(N)cc1, C1CCOC1, COC(=O)c1c(Cl)ccc(C(Cl)=NO)c1F. Product: CCc1ccc(NC(=NO)c2ccc(Cl)c(C(=O)OC)c2F)cc1. As a reaction SMILES: [CH2:1]([CH3:2])[c:3]1[cH:4][cH:5][c:6]([NH2:7])[cH:8][cH:9]1.[CH2:26]1[O:27][CH2:28][CH2:29][CH2:30]1.[CH3:10][O:11][C:12]([c:13]1[c:14]([F:24])[c:15]([C:20](=[N:21][OH:22])[Cl:23])[cH:16][cH:17][c:18]1[Cl:19])=[O:25]>>[CH2:1]([CH3:2])[c:3]1[cH:4][cH:5][c:6]([NH:7][C:20]([c:15]2[c:14]([F:24])[c:13]([C:12]([O:11][CH3:10])=[O:25])[c:18]([Cl:19])[cH:17][cH:16]2)=[N:21][OH:22])[cH:8][cH:9]1. As a reaction SMILES: [CH3:1][O:2][C:3](=[O:4])[c:5]1[s:6][c:7](-[c:26]2[cH:27][cH:28][cH:29][cH:30][cH:31]2)[cH:8][c:9]1[N:10]([CH:11]1[CH2:12][CH2:13][NH:14][CH2:15][CH2:16]1)[C:17](=[O:18])[CH:19]1[CH2:20][CH2:21][CH:22]([CH3:25])[CH2:23][CH2:24]1.[CH3:38][C:39](=[O:40])[O:41][C:42](=[O:43])[CH3:44].[CH3:48][N:49]([c:50]1[cH:51][cH:52][n:53][cH:54][cH:55]1)[CH3:56].[Cl:45][CH2:46][Cl:47].[cH:32]1[cH:33][cH:34][n:35][cH:36][cH:37]1>>[CH3:1][O:2][C:3](=[O:4])[c:5]1[s:6][c:7](-[c:26]2[cH:27][cH:28][cH:29][cH:30][cH:31]2)[cH:8][c:9]1[N:10]([CH:11]1[CH2:12][CH2:13][N:14]([C:39]([CH3:38])=[O:40])[CH2:15][CH2:16]1)[C:17](=[O:18])[CH:19]1[CH2:20][CH2:21][CH:22]([CH3:25])[CH2:23][CH2:24]1. The product is COC(=O)c1sc(-c2ccccc2)cc1N(C(=O)C1CCC(C)CC1)C1CCN(C(C)=O)CC1. The reactants are COC(=O)c1sc(-c2ccccc2)cc1N(C(=O)C1CCC(C)CC1)C1CCNCC1, CC(=O)OC(C)=O, CN(C)c1ccncc1, ClCCl, c1ccncc1. Reactants: C(C)(C)(C)OC(CCC1=C(C=C(C=C1)OCCC=1N=C(OC1C)C1=CC=C(C=C1)OC1CCOCC1)CNC(=O)OC(C)C)=O (3-[2-(isopropoxycarbonylamino-methyl)-4-(2-{5-methyl-2-[4-(tetrahydro-pyran-4-yloxy)-phenyl]-oxazol-4-yl}-ethoxy)-phenyl]-propionic acid tert-butyl ester), Cl.O1CCOCC1 (HCl dioxane). The product is C(C)(C)OC(=O)NCC1=C(C=CC(=C1)OCCC=1N=C(OC1C)C1=CC=C(C=C1)OC1CCOCC1)CCC(=O)O (3-[2-(Isopropoxycarbonylamino-methyl)-4-(2-{5-methyl-2-[4-(tetrahydro-pyran-4-yloxy)-phenyl]-oxazol-4-yl}-ethoxy)-phenyl]-propionic acid). RXN SMILES: C([O:5][C:6](=[O:45])[CH2:7][CH2:8][C:9]1[CH:14]=[CH:13][C:12]([O:15][CH2:16][CH2:17][C:18]2[N:19]=[C:20]([C:24]3[CH:29]=[CH:28][C:27]([O:30][CH:31]4[CH2:36][CH2:35][O:34][CH2:33][CH2:32]4)=[CH:26][CH:25]=3)[O:21][C:22]=2[CH3:23])=[CH:11][C:10]=1[CH2:37][NH:38][C:39]([O:41][CH:42]([CH3:44])[CH3:43])=[O:40])(C)(C)C.Cl.O1CCOCC1>>[CH:42]([O:41][C:39]([NH:38][CH2:37][C:10]1[CH:11]=[C:12]([O:15][CH2:16][CH2:17][C:18]2[N:19]=[C:20]([C:24]3[CH:25]=[CH:26][C:27]([O:30][CH:31]4[CH2:32][CH2:33][O:34][CH2:35][CH2:36]4)=[CH:28][CH:29]=3)[O:21][C:22]=2[CH3:23])[CH:13]=[CH:14][C:9]=1[CH2:8][CH2:7][C:6]([OH:45])=[O:5])=[O:40])([CH3:44])[CH3:43] |f:1.2|. Run at time 16 hour. Procedure: A mixture of 3-[4-{2-[2-(4-hydroxy-phenyl)-5-methyl-oxazol-4-yl]-ethoxy}-2-(isopropoxycarbonylamino-methyl)-phenyl]-propionic acid tert-butyl ester (120 mg, 0.223 mmol, Example 406), tetrahydro-pyran-4-ol (22.7 mg, 0.223 mmol), triphenylphosphine (58.4 mg, 0.223 mmol) and toluene (10 mL) was treated dropwise with DIAD (45 mg, 0.223 mmol). The mixture was stirred under N2 at ambient temperature for 16 h and concentrated. The crude product was purified by radial chromatography (10-70% EtOAc/hexane... The reactants are Cl.ClC1=NC(=CC=2N1N=C(N2)C2CCN(CC2)C)C2=C(C=C(C=C2)Cl)Cl (5-chloro-7-(2,4-dichlorophenyl)-2-(1-methylpiperidin-4-yl)[1,2,4]triazolo-[1,5-c]-pyrimidine hydrochloride), Cl.Cl.NC1=NC(=CC=C1C#N)NCCN (2-Amino-6-[(2-aminoethyl)amino]pyridine-3-carbonitrile dihydrochloride), C(C)(C)N(C(C)C)CC (N,N-diisopropylethylamine). Solvent: CS(=O)C (DMSO). Conditions: temperature 130 celsius. Product: NC1=NC(=CC=C1C#N)NCCNC1=NC(=CC=2N1N=C(N2)C2CCN(CC2)C)C2=C(C=C(C=C2)Cl)Cl (2-Amino-6-[(2-{[7-(2,4-dichlorophenyl)-2-(1-methylpiperidin-4-yl)[1,2,4]triazolo[1,5-c]pyrimidin-5-yl]amino}ethyl)amino]pyridine-3-carbonitrile). As a reaction SMILES: Cl.Cl[C:3]1[N:8]2[N:9]=[C:10]([CH:12]3[CH2:17][CH2:16][N:15]([CH3:18])[CH2:14][CH2:13]3)[N:11]=[C:7]2[CH:6]=[C:5]([C:19]2[CH:24]=[CH:23][C:22]([Cl:25])=[CH:21][C:20]=2[Cl:26])[N:4]=1.Cl.Cl.[NH2:29][C:30]1[C:35]([C:36]#[N:37])=[CH:34][CH:33]=[C:32]([NH:38][CH2:39][CH2:40][NH2:41])[N:31]=1.C(N(CC)C(C)C)(C)C>CS(C)=O>[NH2:29][C:30]1[C:35]([C:36]#[N:37])=[CH:34][CH:33]=[C:32]([NH:38][CH2:39][CH2:40][NH:41][C:3]2[N:8]3[N:9]=[C:10]([CH:12]4[CH2:13][CH2:14][N:15]([CH3:18])[CH2:16][CH2:17]4)[N:11]=[C:7]3[CH:6]=[C:5]([C:19]3[CH:24]=[CH:23][C:22]([Cl:25])=[CH:21][C:20]=3[Cl:26])[N:4]=2)[N:31]=1 |f:0.1,2.3.4|. Procedure details: 50 mg (0.12 mmol) of 5-chloro-7-(2,4-dichlorophenyl)-2-(1-methylpiperidin-4-yl)[1,2,4]triazolo-[1,5-c]-pyrimidine hydrochloride (Example 49A), 32 mg (0.15 mmol) of 2-amino-6-[(2-aminoethyl)-amino]pyridine-3-carbonitrile dihydrochloride (Example 9A) and 0.13 ml (0.75 mmol) of N,N-diisopropylethylamine were initially charged in 1.5 ml of DMSO. The mixture was heated in the microwave at 130° C. for 30 min. This gave, after purification of the crude product by preparative HPLC (Method 11), 43 mg (64... The reactants are CS(C)=O, Cc1nc(N)ncc1-c1nc(N2CCOCC2)c2nc(Cl)n(CC3CC3)c2n1, NCCN1CCOCC1. The product is Cc1nc(N)ncc1-c1nc(N2CCOCC2)c2nc(NCCN3CCOCC3)n(CC3CC3)c2n1. RXN SMILES: [CH3:38][S:39](=[O:40])[CH3:41].[Cl:10][c:11]1[n:12]([CH2:34][CH:35]2[CH2:36][CH2:37]2)[c:13]2[n:14][c:15](-[c:26]3[c:27]([CH3:33])[n:28][c:29]([NH2:32])[n:30][cH:31]3)[n:16][c:17]([N:20]3[CH2:21][CH2:22][O:23][CH2:24][CH2:25]3)[c:18]2[n:19]1.[O:1]1[CH2:2][CH2:3][N:4]([CH2:7][CH2:8][NH2:9])[CH2:5][CH2:6]1>>[O:1]1[CH2:2][CH2:3][N:4]([CH2:7][CH2:8][NH:9][c:11]2[n:12]([CH2:34][CH:35]3[CH2:36][CH2:37]3)[c:13]3[n:14][c:15](-[c:26]4[c:27]([CH3:33])[n:28][c:29]([NH2:32])[n:30][cH:31]4)[n:16][c:17]([N:20]4[CH2:21][CH2:22][O:23][CH2:24][CH2:25]4)[c:18]3[n:19]2)[CH2:5][CH2:6]1.